This data is from the Open Reaction Database (ORD), a public repository of structured organic reaction records. The task is: describe an organic reaction: reactants, conditions, products, and yield The reactants are FC(COC=1C=C2C(NC(N(C2=CC1)C1CCN(CC1)C(=O)OC(C)(C)C)=O)=O)F (1,1-Dimethylethyl 4-[6-(2,2-difluoroethoxy)-2,4-dioxo-3,4-dihydroquinazolin-1(2H)-yl]piperidine-1-carboxylate). Run in C(=O)O (formic acid). The product is FC(COC=1C=C2C(NC(N(C2=CC1)C1CCNCC1)=O)=O)F (6-(2,2-Difluoroethoxy)-1-(piperidin-4-yl)quinazoline-2,4(1H,3H)-dione). Yield: 142.4%. RXN SMILES: [F:1][CH:2]([F:30])[CH2:3][O:4][C:5]1[CH:6]=[C:7]2[C:12](=[CH:13][CH:14]=1)[N:11]([CH:15]1[CH2:20][CH2:19][N:18](C(OC(C)(C)C)=O)[CH2:17][CH2:16]1)[C:10](=[O:28])[NH:9][C:8]2=[O:29]>C(O)=O>[F:30][CH:2]([F:1])[CH2:3][O:4][C:5]1[CH:6]=[C:7]2[C:12](=[CH:13][CH:14]=1)[N:11]([CH:15]1[CH2:16][CH2:17][NH:18][CH2:19][CH2:20]1)[C:10](=[O:28])[NH:9][C:8]2=[O:29]. Reported procedure: A solution of 5.63 g of 1,1-dimethylethyl 4-[6-(2,2-difluoroethoxy)-2,4-dioxo-3,4-dihydroquinazolin-1(2H)-yl]piperidine-1-carboxylate obtained in stage 3.5 in 70 ml of formic acid is stirred at AT for 2 h 00. The solvent is evaporated under reduced pressure to give 6.13 g of the expected product in the form of the formic acid salt. Reactants: FC1=C(C(=O)O)C(=CC=C1)F (2,6-difluorobenzoic acid), O1C=COCCOCCOCCOCCOCC1 (1,4,7,10,13,16-hexaoxacyclooctadecene), [OH-].[K+] (potassium hydroxide), ClCC(=O)N (2-chloroacetamide). Solvent: C1(=CC=CC=C1)C (toluene). Product: FC1=C(C(=O)OCC(=O)N)C(=CC=C1)F ((Aminocarbonyl)Methyl 2,6-Difluorobenzoate). Reaction SMILES: [F:1][C:2]1[CH:10]=[CH:9][CH:8]=[C:7]([F:11])[C:3]=1[C:4]([OH:6])=[O:5].[OH-].[K+].Cl[CH2:15][C:16]([NH2:18])=[O:17].O1CCOCCOCCOCCOCCOC=C1>C1(C)C=CC=CC=1>[F:1][C:2]1[CH:10]=[CH:9][CH:8]=[C:7]([F:11])[C:3]=1[C:4]([O:6][CH2:15][C:16]([NH2:18])=[O:17])=[O:5] |f:1.2|. Procedure details: This compound was prepared in the manner of Example I, using 10.0 grams (0.063 mole) of 2,6-difluorobenzoic acid, 4.2 grams (0.063 mole) of potassium hydroxide, 5.9 grams (0.063 mole) of 2-chloroacetamide, and 1.7 grams of 1,4,7,10,13,16-hexaoxacyclooctadecene in 250 ml of dry toluene. The crude product was recrystallized once with ethyl acetate, then with ethyl acetate-hexane, using decolorizing carbon. The yield was 5.2 grams of (aminocarbonyl)methyl 2,6-difluorobenzoate; mp 108.5°-110°. The i... Starting materials: FC(C=1C=C(C=CC1)C(C)=O)(F)F (m-Trifluoromethylacetophenone), C(NN)(=O)OCC (ethyl carbazate), O (water). The reagents and catalysts are C1(=CC=C(C=C1)S(=O)(=O)O)C (p-toluenesulfonic acid). The solvent is C1(=CC=CC=C1)C (toluene). Product: C(C)OC(=O)NN=C(C)C1=CC(=CC=C1)C(F)(F)F (2-(1-(3-(trifluoromethyl)phenyl)ethylidene)hydrazinecarboxylic acid ethyl ester). Isolated yield 99.0%. RXN SMILES: [F:1][C:2]([F:13])([F:12])[C:3]1[CH:4]=[C:5]([C:9](=O)[CH3:10])[CH:6]=[CH:7][CH:8]=1.[C:14]([O:18][CH2:19][CH3:20])(=[O:17])[NH:15][NH2:16].O>C1(C)C=CC=CC=1.C1(C)C=CC(S(O)(=O)=O)=CC=1>[CH2:19]([O:18][C:14]([NH:15][N:16]=[C:9]([C:5]1[CH:6]=[CH:7][CH:8]=[C:3]([C:2]([F:13])([F:12])[F:1])[CH:4]=1)[CH3:10])=[O:17])[CH3:20]. Reported procedure: m-Trifluoromethylacetophenone (74 g, 0.394 mole), ethyl carbazate (43 g, 0.413 mole), and catalytic p-toluenesulfonic acid (20 mg) were refluxed under N2 over a Dean-Stark trap in toluene (1.2 L) until the theoretical amount of water of reaction was removed (7.1 mL, 6 h). The solvent was then removed in vacuo and 2-(1-(3-(trifluoromethyl)phenyl)ethylidene)hydrazinecarboxylic acid ethyl ester (107 g, 100% yield) was obtained as a white solid which was recrystallized from cyclohexane, mp=94°-96° C... The reactants are BrC1=CC(=C(C=C1)OCC(C)C)[N+](=O)[O-] (4-bromo-1-isobutoxy-2-nitrobenzene), bispinacolatodiboron, dichlorodi(triphenylphosphine)palladium, C(C)(=O)[O-].[K+] (potassium acetate), BrC1=CC=C(S1)C(=O)OC (methyl 5-bromothiophene-2-carboxylate), C([O-])([O-])=O.[Na+].[Na+] (sodium carbonate). Reagents/catalysts: C1(=CC=CC=C1)P(C1=CC=CC=C1)C1=CC=CC=C1 (triphenylphosphine), C=1C=CC(=CC1)[P](C=2C=CC=CC2)(C=3C=CC=CC3)[Pd]([P](C=4C=CC=CC4)(C=5C=CC=CC5)C=6C=CC=CC6)([P](C=7C=CC=CC7)(C=8C=CC=CC8)C=9C=CC=CC9)[P](C=1C=CC=CC1)(C=1C=CC=CC1)C=1C=CC=CC1 (tetrakis(triphenylphosphine)palladium). Solvent: C1(=CC=CC=C1)C (toluene). Yields the product [N+](=O)([O-])C=1C=C(C=CC1OCC(C)C)C1=CC=C(S1)C(=O)OC (methyl 5-(3-nitro-4-isobutoxyphenyl)thiophene-2-carboxylate). Isolated yield 78.9%. RXN SMILES: Br[C:2]1[CH:7]=[CH:6][C:5]([O:8][CH2:9][CH:10]([CH3:12])[CH3:11])=[C:4]([N+:13]([O-:15])=[O:14])[CH:3]=1.C([O-])(=O)C.[K+].Br[C:22]1[S:26][C:25]([C:27]([O:29][CH3:30])=[O:28])=[CH:24][CH:23]=1.C(=O)([O-])[O-].[Na+].[Na+]>C1(C)C=CC=CC=1.C1C=CC([P]([Pd]([P](C2C=CC=CC=2)(C2C=CC=CC=2)C2C=CC=CC=2)([P](C2C=CC=CC=2)(C2C=CC=CC=2)C2C=CC=CC=2)[P](C2C=CC=CC=2)(C2C=CC=CC=2)C2C=CC=CC=2)(C2C=CC=CC=2)C2C=CC=CC=2)=CC=1.C1(P(C2C=CC=CC=2)C2C=CC=CC=2)C=CC=CC=1>[N+:13]([C:4]1[CH:3]=[C:2]([C:22]2[S:26][C:25]([C:27]([O:29][CH3:30])=[O:28])=[CH:24][CH:23]=2)[CH:7]=[CH:6][C:5]=1[O:8][CH2:9][CH:10]([CH3:12])[CH3:11])([O-:15])=[O:14] |f:1.2,4.5.6,^1:47,49,68,87|. Procedure details: Under an argon atmosphere, 820 mg of 4-bromo-1-isobutoxy-2-nitrobenzene and 830 mg of bispinacolatodiboron were dissolved in toluene and the resulting solution was heated and refluxed for 15 hours in the presence of 60 mg of dichlorodi(triphenylphosphine)palladium, 50 mg of triphenylphosphine, and 350 mg of potassium acetate. After cooling to room temperature, 660 mg of methyl 5-bromothiophene-2-carboxylate, 150 mg of tetrakis(triphenylphosphine)palladium, and 7.5 ml of a 2M aqueous sodium carbo...